From a dataset of the Open Reaction Database (ORD), a public repository of structured organic reaction records. describe an organic reaction: reactants, conditions, products, and yield Starting materials: Cl.C1(CCC1)C1=CC(=C(C(=O)OC)C=C1C1=NC2=C(CCNCC2)N1)C (methyl 4-cyclobutyl-5-(1,4,5,6,7,8-hexahydroimidazo[4,5-d]azepin-2-yl)-2-methylbenzoate hydrochloride), Cl.C1(CCC1)C1=CC(=C(C(=O)OC)C=C1C1=NC2=C(CCNCC2)N1)C (methyl 4-cyclobutyl-5-(1,4,5,6,7,8-hexahydroimidazo[4,5-d]azepin-2-yl)-2-methylbenzoate hydrochloride), [BH-](OC(=O)C)(OC(=O)C)OC(=O)C.[Na+] (NaBH(OAc)3), C=O (formaldehyde), C([O-])(O)=O.[Na+] (sodium bicarbonate). Run in O1CCCC1 (tetrahydrofuran). Conditions: temperature 40 celsius, time 2 hour. The product is C1(CCC1)C1=CC(=C(C(=O)OC)C=C1C1=NC2=C(CCN(CC2)C)N1)C (Methyl 4-cyclobutyl-2-methyl-5-(6-methyl-1,4,5,6,7,8-hexahydroimidazo[4,5-d]azepin-2-yl)benzoate). RXN SMILES: Cl.[CH:2]1([C:6]2[C:15]([C:16]3[NH:25][C:19]4[CH2:20][CH2:21][NH:22][CH2:23][CH2:24][C:18]=4[N:17]=3)=[CH:14][C:9]([C:10]([O:12][CH3:13])=[O:11])=[C:8]([CH3:26])[CH:7]=2)[CH2:5][CH2:4][CH2:3]1.[BH-](OC(C)=O)(OC(C)=O)O[C:29](C)=O.[Na+].C=O.C(=O)(O)[O-].[Na+]>O1CCCC1>[CH:2]1([C:6]2[C:15]([C:16]3[NH:17][C:18]4[CH2:24][CH2:23][N:22]([CH3:29])[CH2:21][CH2:20][C:19]=4[N:25]=3)=[CH:14][C:9]([C:10]([O:12][CH3:13])=[O:11])=[C:8]([CH3:26])[CH:7]=2)[CH2:3][CH2:4][CH2:5]1 |f:0.1,2.3,5.6|. Reported procedure: Into a 100-mL round-bottom flask, was placed a mixture of methyl 4-cyclobutyl-5-(1,4,5,6,7,8-hexahydroimidazo[4,5-d]azepin-2-yl)-2-methylbenzoate hydrochloride (compound 82.7, 40 mg, 0.11 mmol), NaBH(OAc)3 (75 mg, 0.35 mmol), and formaldehyde (37 wt %) (26 μL, 0.33 mmol) in tetrahydrofuran (4 mL). The resulting mixture was stirred for 2 h at 40° C., then cooled and the pH of the solution was adjusted to 8-9 with sodium bicarbonate (sat.). The aqueous phase was extracted with ethyl acetate (2×20 ... Reactants: BrC=1C=NC=2N(C1)N=C(C2)C(=O)O (6-bromo-pyrazolo[1,5-A]pyrimidine-2-carboxylic acid), Br.C(C)(C)C=1SC2=C(CCNCC2)N1 (2-isopropyl-5,6,7,8-tetrahydro-4H-thiazolo[4,5-d]azepine hydrobromide). The product is BrC=1C=NC=2N(C1)N=C(C2)C(=O)N2CCC1=C(CC2)SC(=N1)C(C)C ((6-Bromo-pyrazolo[1,5-a]pyrimidin-2-yl)-(2-isopropyl-4,5,7,8-tetrahydro-thiazolo[4,5-d]azepin-6-yl)-methanone). Reaction SMILES: [Br:1][C:2]1[CH:3]=[N:4][C:5]2[N:6]([N:8]=[C:9]([C:11]([OH:13])=O)[CH:10]=2)[CH:7]=1.Br.[CH:15]([C:18]1[S:19][C:20]2[CH2:26][CH2:25][NH:24][CH2:23][CH2:22][C:21]=2[N:27]=1)([CH3:17])[CH3:16]>>[Br:1][C:2]1[CH:3]=[N:4][C:5]2[N:6]([N:8]=[C:9]([C:11]([N:24]3[CH2:25][CH2:26][C:20]4[S:19][C:18]([CH:15]([CH3:17])[CH3:16])=[N:27][C:21]=4[CH2:22][CH2:23]3)=[O:13])[CH:10]=2)[CH:7]=1 |f:1.2|. Procedure details: The title compound was prepared in accordance with the general method of example 1 from 6-bromo-pyrazolo[1,5-A]pyrimidine-2-carboxylic acid and 2-isopropyl-5,6,7,8-tetrahydro-4H-thiazolo[4,5-d]azepine hydrobromide. The reaction mixture was purified by HPLC chromatography and lyophilized. Yield: 15 mg (17% of theory). ESI-MS: m/z=420 (M+H)+; Rt(HPLC): 1.34 min. (Method J).